From a dataset of the Open Reaction Database (ORD), a public repository of structured organic reaction records. describe an organic reaction: reactants, conditions, products, and yield Starting materials: CO (methanol), C(C)O (ethanol), [N+](=O)([O-])C1=CC=CC=C1 (nitrobenzene). The product is C1(=CC=CC=C1)NC(OCC)=O (ethyl N-phenylcarbamate), NC1=CC=CC=C1 (aniline). As a reaction SMILES: [CH2:1]([OH:3])[CH3:2].[N+:4]([C:7]1[CH:12]=[CH:11][CH:10]=[CH:9][CH:8]=1)([O-])=O.[CH3:13][OH:14]>>[C:7]1([NH:4][C:13](=[O:14])[O:3][CH2:1][CH3:2])[CH:12]=[CH:11][CH:10]=[CH:9][CH:8]=1.[NH2:4][C:7]1[CH:12]=[CH:11][CH:10]=[CH:9][CH:8]=1. Reported procedure: The procedure was the same as for Example 2 with the exception that ethanol was substituted for methanol on an equal volume basis. Complete conversion of the nitrobenzene occurred in 4.5 hours at 160° C. and yielded 0.014 mole ethyl N-phenylcarbamate, and 0.058 mole additional aniline (0.108 mole total aniline). The balance (0.023 mole) appeared as by-products derived from aniline. It is thus clear that the selectivity of the ruthenium catalyzed conversion of nitrobenzene and methanol to methyl ...